Dataset: the Open Reaction Database (ORD), a public repository of structured organic reaction records. Task: describe an organic reaction: reactants, conditions, products, and yield Reactants: S=C(Cl)Cl, Nc1ccc(-c2nc(-c3cccnc3)no2)cc1, C1CCOC1. The product is S=C=Nc1ccc(-c2nc(-c3cccnc3)no2)cc1. As a reaction SMILES: [Cl:19][C:20]([Cl:21])=[S:22].[NH2:1][c:2]1[cH:3][cH:4][c:5](-[c:8]2[n:9][c:10](-[c:13]3[cH:14][n:15][cH:16][cH:17][cH:18]3)[n:11][o:12]2)[cH:6][cH:7]1.[O:23]1[CH2:24][CH2:25][CH2:26][CH2:27]1>>[N:1]([c:2]1[cH:3][cH:4][c:5](-[c:8]2[n:9][c:10](-[c:13]3[cH:14][n:15][cH:16][cH:17][cH:18]3)[n:11][o:12]2)[cH:6][cH:7]1)=[C:20]=[S:22]. Reaction SMILES: [C:1]([CH3:2])(=[O:3])[N:4]1[CH2:5][c:6]2[c:7]([c:10]([CH2:15][CH2:16][Cl:17])[c:11]([CH2:13][CH3:14])[s:12]2)[CH2:8][CH2:9]1.[ClH:18].[F:19][c:20]1[cH:21][cH:22][c:23]2[c:24]([s:25][cH:26][c:27]2[CH:28]2[CH2:29][CH2:30][NH:31][CH2:32][CH2:33]2)[cH:34]1>>[C:1]([CH3:2])(=[O:3])[N:4]1[CH2:5][c:6]2[c:7]([c:10]([CH2:15][CH2:16][N:31]3[CH2:30][CH2:29][CH:28]([c:27]4[c:23]5[cH:22][cH:21][c:20]([F:19])[cH:34][c:24]5[s:25][cH:26]4)[CH2:33][CH2:32]3)[c:11]([CH2:13][CH3:14])[s:12]2)[CH2:8][CH2:9]1. Product: CCc1sc2c(c1CCN1CCC(c3csc4cc(F)ccc34)CC1)CCN(C(C)=O)C2. Reactants: CCc1sc2c(c1CCCl)CCN(C(C)=O)C2, Cl, Fc1ccc2c(C3CCNCC3)csc2c1. Product: OC=1C=C(C=CC1O)C(=O)N1CCOCC1 ((3,4-dihydroxy-phenyl)-morpholin-4-yl-methanone). The reactants are C1(=CC=CC=C1)C1(OC2=C(O1)C=CC(=C2)C(=O)N2CCOCC2)C2=CC=CC=C2 ((2,2-diphenyl-benzo[1,3]dioxol-5-yl)-morpholin-4-yl-methanone), C(C)[SiH](CC)CC (triethylsilane). Yield: 94.1%. Conditions: temperature 0 celsius, time 20 minute. Reported procedure: To a cooled (0° C.) solution of (2,2-diphenyl-benzo[1,3]dioxol-5-yl)-morpholin-4-yl-methanone (270 mg, 0.7 mmol) in trifluoroacetic acid (4 mL) was added triethylsilane (160 mg, 1.38 mmol, 1.96 eq.). The reaction mixture was stirred 20 min at 0° C. The cooling bath was removed and the reaction mixture was stirred for 4 h at R.T. The reaction mixture was evaporated. Purification by flash chromatography afforded the title compound (147 mg, 95%) as a white solid. The solvent is FC(C(=O)O)(F)F (trifluoroacetic acid). Reaction SMILES: C1(C2(C3C=CC=CC=3)[O:11][C:10]3[CH:12]=[CH:13][C:14]([C:16]([N:18]4[CH2:23][CH2:22][O:21][CH2:20][CH2:19]4)=[O:17])=[CH:15][C:9]=3[O:8]2)C=CC=CC=1.C([SiH](CC)CC)C>FC(F)(F)C(O)=O>[OH:8][C:9]1[CH:15]=[C:14]([C:16]([N:18]2[CH2:23][CH2:22][O:21][CH2:20][CH2:19]2)=[O:17])[CH:13]=[CH:12][C:10]=1[OH:11]. Isolated yield 83.0%. The product is ClC1=CC(=NC(=C1Cl)Cl)C(=O)OC (methyl 4,5,6-trichloropyridine-2-carboxylate). Reaction SMILES: [Cl:1][C:2]1[C:7]([Cl:8])=[N+:6]([O-])[C:5]([C:10]([O:12][CH3:13])=[O:11])=[CH:4][CH:3]=1.P(Cl)(Cl)([Cl:16])=O>>[Cl:16][C:3]1[C:2]([Cl:1])=[C:7]([Cl:8])[N:6]=[C:5]([C:10]([O:12][CH3:13])=[O:11])[CH:4]=1. The reactants are ClC1=CC=C([N+](=C1Cl)[O-])C(=O)OC (methyl 5,6-dichloropyridine-2-carboxylate-N-oxide), P(=O)(Cl)(Cl)Cl (phosphorus oxychloride). Procedure details: A solution of methyl 5,6-dichloropyridine-2-carboxylate-N-oxide (22.0 g, 0.100 mol) and phosphorus oxychloride (15.70 mL, 0.169 mol) was heated at 70° C. for 36 hours. The solvent was removed and the residue carefully taken up into diethyl ether and water. The organic layer was washed with saturated sodium bicarbonate solution, water, brine, dried and concentrated to give methyl 4,5,6-trichloropyridine-2-carboxylate (20.0 g, 0.083 mol). 1H NMR (CDCl3): δ 8.16 (s, 1H), 4.02 (s, 3H). Starting materials: Cc1c(C)c2c(c(C)c1Br)CC(C)(CN1C(=O)c3ccccc3C1=O)O2, CCO, Cl, NN, [Na+], [OH-], O. Yields the product Cc1c(C)c2c(c(C)c1Br)CC(C)(CN)O2. As a reaction SMILES: [Br:4][c:5]1[c:6]([CH3:29])[c:7]([CH3:28])[c:8]2[c:9]([c:26]1[CH3:27])[CH2:10][C:11]([CH3:13])([CH2:14][N:15]1[C:16](=[O:17])[c:18]3[c:19]([cH:20][cH:21][cH:22][cH:23]3)[C:24]1=[O:25])[O:12]2.[CH3:33][CH2:34][OH:35].[ClH:30].[NH2:2][NH2:3].[Na+:32].[OH-:31].[OH2:1]>>[Br:4][c:5]1[c:6]([CH3:29])[c:7]([CH3:28])[c:8]2[c:9]([c:26]1[CH3:27])[CH2:10][C:11]([CH3:13])([CH2:14][NH2:15])[O:12]2. Starting materials: NC1=NC(=NC2=CC(=C(C=C12)OC)OC)N1CCN(CC1)C(=O)C1OCCC1 (1-(4-Amino-6,7-dimethoxy-2-quinazolinyl)-4-(tetrahydro-2-furoyl)piperazine), Cl (hydrogen chloride). The solvent is CO (methanol). Product: Cl (hydrogen chloride), C[O-].Cl.NC1=NC(=NC2=CC(=C(C=C12)OC)OC)N1CCN(CC1)C(=O)C1OCCC1 (1-(4-amino-6,7-dimethoxy-2-quinazolinyl)-4-(tetrahydro-2-furoyl)piperazine monohydrochloride methanolate). The yield is 77.8%. RXN SMILES: [NH2:1][C:2]1[C:11]2[C:6](=[CH:7][C:8]([O:14][CH3:15])=[C:9]([O:12][CH3:13])[CH:10]=2)[N:5]=[C:4]([N:16]2[CH2:21][CH2:20][N:19]([C:22]([CH:24]3[CH2:28][CH2:27][CH2:26][O:25]3)=[O:23])[CH2:18][CH2:17]2)[N:3]=1.[ClH:29]>CO>[ClH:29].[CH3:9][O-:12].[ClH:29].[NH2:1][C:2]1[C:11]2[C:6](=[CH:7][C:8]([O:14][CH3:15])=[C:9]([O:12][CH3:13])[CH:10]=2)[N:5]=[C:4]([N:16]2[CH2:21][CH2:20][N:19]([C:22]([CH:24]3[CH2:28][CH2:27][CH2:26][O:25]3)=[O:23])[CH2:18][CH2:17]2)[N:3]=1 |f:4.5.6|. Procedure: A solution of hydrogen chloride in methanol was prepared by bubbling the gas through dry methanol for several minutes. 1-(4-Amino-6,7-dimethoxy-2-quinazolinyl)-4-(tetrahydro-2-furoyl)piperazine (1.2 g, 3.1 mmol) was placed in an Erlenmeyer flask, together with a magnetic stirring bar, and the methanolic solution of hydrogen chloride was added until the solid had completely dissolved (about 13 mL). After the resulting mixture had stood at about 25° C. for several minutes, a precipitate formed. Th... Starting materials: C1(=CC=CC=C1)SCC1=CC=C(O1)C(=O)[O-] (5-Phenylthiomethylfuran-2-carboxylate), C[O-].[Na+] (sodium methoxide). Run in CC(=O)C (acetone). Yields the product C1(=CC=CC=C1)SCC1=CC=C(O1)C(=O)[O-].[Na+] (Sodium 5-phenylthiomethylfuran-2-carboxylate). RXN SMILES: [C:1]1([S:7][CH2:8][C:9]2[O:13][C:12]([C:14]([O-:16])=[O:15])=[CH:11][CH:10]=2)[CH:6]=[CH:5][CH:4]=[CH:3][CH:2]=1.C[O-].[Na+:19]>CC(C)=O>[C:1]1([S:7][CH2:8][C:9]2[O:13][C:12]([C:14]([O-:16])=[O:15])=[CH:11][CH:10]=2)[CH:2]=[CH:3][CH:4]=[CH:5][CH:6]=1.[Na+:19] |f:1.2,4.5|. Reported procedure: 5-Phenylthiomethylfuran-2-carboxylate is dissolved by warming in acetone. An equivalent of sodium methoxide is added with stirring. Sodium 5-phenylthiomethylfuran-2-carboxylate is isolated by evaporation to dryness or by precipitation resulting from addition of a non-solvent (ether or pentane). The reactants are [H-].[H-].[H-].[H-].[Li+].[Al+3] (LiAlH4), CC1=C(C2=CC=CC=C2C=C1)CC(C)=O (1-(2-Methyl-naphthalen-1-yl)-propan-2-one), EtOAc-hexanes. Run in CCOCC (Et2O). Run at temperature -78 celsius, time 5 minute. The product is CC1=C(C2=CC=CC=C2C=C1)CC(C)O (1-(2-methyl-naphthalen-1-yl)-propan-2-ol). As a reaction SMILES: [CH3:1][C:2]1[CH:11]=[CH:10][C:9]2[C:4](=[CH:5][CH:6]=[CH:7][CH:8]=2)[C:3]=1[CH2:12][C:13](=[O:15])[CH3:14].[H-].[H-].[H-].[H-].[Li+].[Al+3]>CCOCC>[CH3:1][C:2]1[CH:11]=[CH:10][C:9]2[C:4](=[CH:5][CH:6]=[CH:7][CH:8]=2)[C:3]=1[CH2:12][CH:13]([OH:15])[CH3:14] |f:1.2.3.4.5.6|. Procedure details: 1-(2-Methyl-naphthalen-1-yl)-propan-2-one (1.14 g, 5.76 mmol) was dissolved in Et2O (30 mL) in an argon-purged, round-bottom flask. The mixture was chilled to −78° C. and LiAlH4 (438 mg, 11.52 mmol) was added. The reaction was stirred at −78° C. for five minutes and then at room temperature for twenty minutes. TLC analysis (silica, 20% EtOAc-hexanes) indicated the reaction was complete. The reaction was chilled again to −78° C. and was carefully quenched with saturated aqueous KHSO4 (˜2 mL). The...